From a dataset of the Open Reaction Database (ORD), a public repository of structured organic reaction records. describe an organic reaction: reactants, conditions, products, and yield Starting materials: BrC=1C(=NN(C1)CO)C(C(F)(F)F)(F)F (4-bromo-3-(pentafluoroethyl)-1H-pyrazole-1-ylmethanol), S(=O)(Cl)Cl (thionyl chloride). Run in ClCCl (dichloromethane). Reaction conditions: time 8 hour. Product: BrC=1C(=NN(C1)CCl)C(C(F)(F)F)(F)F (4-bromo-1-(chloromethyl)-3-(pentafluoroethyl)-1H-pyrazole). As a reaction SMILES: [Br:1][C:2]1[C:3]([C:9]([F:15])([F:14])[C:10]([F:13])([F:12])[F:11])=[N:4][N:5]([CH2:7]O)[CH:6]=1.S(Cl)([Cl:18])=O>ClCCl>[Br:1][C:2]1[C:3]([C:9]([F:15])([F:14])[C:10]([F:13])([F:12])[F:11])=[N:4][N:5]([CH2:7][Cl:18])[CH:6]=1. Procedure: 6.49 g of 4-bromo-3-(pentafluoroethyl)-1H-pyrazole-1-ylmethanol was dissolved to 60 ml of dichloromethane. 3.2 ml of thionyl chloride was added to the solution, followed by stirring at room temperature for overnight. The reaction mixture was concentrated under reduced pressure to obtain 6.84 g of 4-bromo-1-(chloromethyl)-3-(pentafluoroethyl)-1H-pyrazole. RXN SMILES: [C:1](=[O:2])([O:3][C:4]([CH3:5])([CH3:6])[CH3:7])[NH:8][CH:9]([CH2:10][c:11]1[cH:12][cH:13][c:14]([F:17])[cH:15][cH:16]1)[C:18](=[O:19])[OH:20].[CH3:47][CH2:48][N:49]=[C:50]=[N:51][CH2:52][CH2:53][CH2:54][N:55]([CH3:56])[CH3:57].[CH:27]([N:28]([CH2:29][CH3:30])[CH:31]([CH3:32])[CH3:33])([CH3:34])[CH3:35].[O:58]=[CH:59][N:60]([CH3:61])[CH3:62].[OH2:46].[OH:21][CH:22]1[CH2:23][NH:24][CH2:25][CH2:26]1.[OH:36][n:37]1[c:38]2[c:39]([cH:40][cH:41][cH:42][cH:43]2)[n:44][n:45]1>>[C:1](=[O:2])([O:3][C:4]([CH3:5])([CH3:6])[CH3:7])[NH:8][CH:9]([CH2:10][c:11]1[cH:12][cH:13][c:14]([F:17])[cH:15][cH:16]1)[C:18](=[O:20])[N:24]1[CH2:23][CH:22]([OH:21])[CH2:26][CH2:25]1. Starting materials: CC(C)(C)OC(=O)NC(Cc1ccc(F)cc1)C(=O)O, CCN=C=NCCCN(C)C, CCN(C(C)C)C(C)C, CN(C)C=O, O, OC1CCNC1, On1nnc2ccccc21. Yields the product CC(C)(C)OC(=O)NC(Cc1ccc(F)cc1)C(=O)N1CCC(O)C1. Reactants: NC1=CC=C(C=N1)C1CCC(NC1)=O (5-(6-aminopyridin-3-yl)piperidin-2-one), C1CC(=O)N(C1=O)Br (NBS). The solvent is C(C)#N (Acetonitrile). Conditions: time 30 minute. Yields the product NC1=C(C=C(C=N1)C1CCC(NC1)=O)Br (5-(6-amino-5-bromopyridin-3-yl)piperidin-2-one). Reaction SMILES: [NH2:1][C:2]1[N:7]=[CH:6][C:5]([CH:8]2[CH2:13][NH:12][C:11](=[O:14])[CH2:10][CH2:9]2)=[CH:4][CH:3]=1.C1C(=O)N([Br:22])C(=O)C1>C(#N)C>[NH2:1][C:2]1[N:7]=[CH:6][C:5]([CH:8]2[CH2:13][NH:12][C:11](=[O:14])[CH2:10][CH2:9]2)=[CH:4][C:3]=1[Br:22]. Procedure details: To a solution of 5-(6-aminopyridin-3-yl)piperidin-2-one (132 mg, 0.690 mmol) in Acetonitrile (8.00 mL) was added NBS (98 mg, 0.552 mmol) at 0° C. The reaction mixture was stirred for 30 min upon warming-up to room temperature. LCMS 0.28 min, MH+270/272; 0.7 min, MH+400.1/402.1 (SEM protected one). After quenched with Na2S2O3 solution, the reaction mixture was extracted with EtOAc, which was washed with NaHCO3 solution and brine. The organic layer was dried over anhydrous Na2SO4, filtered off, co...